The task is: describe an organic reaction: reactants, conditions, products, and yield. This data is from the Open Reaction Database (ORD), a public repository of structured organic reaction records. Starting materials: C1CN2CCN1CC2, C#CCNC(=O)C(C)(N)COc1ccc(OCC)cc1, C1CCOC1, O=S(=O)(Cl)Cc1ccccc1. Yields the product C#CCNC(=O)C(C)(COc1ccc(OCC)cc1)NS(=O)(=O)Cc1ccccc1. As a reaction SMILES: [CH2:21]1[N:22]2[CH2:23][CH2:24][N:25]([CH2:26][CH2:27]2)[CH2:28]1.[NH2:1][C:2]([C:3](=[O:4])[NH:5][CH2:6][C:7]#[CH:8])([CH2:9][O:10][c:11]1[cH:12][cH:13][c:14]([O:17][CH2:18][CH3:19])[cH:15][cH:16]1)[CH3:20].[O:40]1[CH2:41][CH2:42][CH2:43][CH2:44]1.[c:29]1([CH2:35][S:36](=[O:37])(=[O:38])[Cl:39])[cH:30][cH:31][cH:32][cH:33][cH:34]1>>[NH:1]([C:2]([C:3](=[O:4])[NH:5][CH2:6][C:7]#[CH:8])([CH2:9][O:10][c:11]1[cH:12][cH:13][c:14]([O:17][CH2:18][CH3:19])[cH:15][cH:16]1)[CH3:20])[S:36]([CH2:35][c:29]1[cH:30][cH:31][cH:32][cH:33][cH:34]1)(=[O:37])=[O:38]. The reactants are C(CCl)Cl (EDC), resultant solution, NCC1=C(C2=C(N=C1CC)N(N=C2)CC)NC2CCOCC2 (5-(Aminomethyl)-1,6-diethyl-N-(tetrahydro-2H-pyran-4-yl)-1H-pyrazolo[3,4-b]pyridin-4-amine), C1(CC1)(C(=O)O)C(=O)O (1,1-cyclopropanedicarboxylic acid), C=1C=CC2=C(C1)N=NN2O (HOBt). Solvent: C(Cl)Cl (DCM). Product: C(C)N1N=CC=2C1=NC(=C(C2NC2CCOCC2)CNC(=O)C2(CC2)C(=O)O)CC (1-[({[1,6-diethyl-4-(tetrahydro-2H-pyran-4-ylamino)-1H-pyrazolo[3,4-b]pyridin-5-yl]methyl}amino)carbonyl]-cyclopropanecarboxylic acid). Reaction SMILES: [NH2:1][CH2:2][C:3]1[C:8]([CH2:9][CH3:10])=[N:7][C:6]2[N:11]([CH2:14][CH3:15])[N:12]=[CH:13][C:5]=2[C:4]=1[NH:16][CH:17]1[CH2:22][CH2:21][O:20][CH2:19][CH2:18]1.[C:23]1([C:29](O)=[O:30])([C:26]([OH:28])=[O:27])[CH2:25][CH2:24]1.C1C=CC2N(O)N=NC=2C=1.C(Cl)CCl>C(Cl)Cl>[CH2:14]([N:11]1[C:6]2=[N:7][C:8]([CH2:9][CH3:10])=[C:3]([CH2:2][NH:1][C:29]([C:23]3([C:26]([OH:28])=[O:27])[CH2:25][CH2:24]3)=[O:30])[C:4]([NH:16][CH:17]3[CH2:18][CH2:19][O:20][CH2:21][CH2:22]3)=[C:5]2[CH:13]=[N:12]1)[CH3:15]. Procedure details: 5-(Aminomethyl)-1,6-diethyl-N-(tetrahydro-2H-pyran-4-yl)-1H-pyrazolo[3,4-b]pyridin-4-amine (30.0 mg, 0.1 mmol) and 1,1-cyclopropanedicarboxylic acid (0.1 mmol) was dissolved in DCM (3 mL), added in HOBt (1.0 eq, 14.0 mg), EDC (1.0 eq, 19.0 mg). The resultant solution was stirred overnight. The solution was purified by Gilson to yield 1-[({[1,6-diethyl-4-(tetrahydro-2H-pyran-4-ylamino)-1H-pyrazolo[3,4-b]pyridin-5-yl]methyl}amino)carbonyl]-cyclopropanecarboxylic acid. 1-[({[1,6-Diethyl-4-(tetrahyd... The reactants are O=C(n1ccnc1)n1ccnc1, CCOC(=O)N1CCNCC1, O=C(O)Cn1c(-c2ccc(Cl)cc2)nc2cccnc21, C1CCOC1. The product is CCOC(=O)N1CCN(C(=O)Cn2c(-c3ccc(Cl)cc3)nc3cccnc32)CC1. Reaction SMILES: [C:21]([n:22]1[cH:23][cH:24][n:25][cH:26]1)([n:27]1[cH:28][cH:29][n:30][cH:31]1)=[O:32].[CH2:33]([CH3:34])[O:35][C:36](=[O:37])[N:38]1[CH2:39][CH2:40][NH:41][CH2:42][CH2:43]1.[Cl:1][c:2]1[cH:3][cH:4][c:5](-[c:8]2[n:9][c:10]3[c:11]([n:12][cH:13][cH:14][cH:15]3)[n:16]2[CH2:17][C:18](=[O:19])[OH:20])[cH:6][cH:7]1.[O:44]1[CH2:45][CH2:46][CH2:47][CH2:48]1>>[Cl:1][c:2]1[cH:3][cH:4][c:5](-[c:8]2[n:9][c:10]3[c:11]([n:12][cH:13][cH:14][cH:15]3)[n:16]2[CH2:17][C:18](=[O:20])[N:41]2[CH2:40][CH2:39][N:38]([C:36]([O:35][CH2:33][CH3:34])=[O:37])[CH2:43][CH2:42]2)[cH:6][cH:7]1. Starting materials: ClC1=C(C=CC=C1)C(CCC)N1C=NC=C1C(=O)O (1-[1-(2-chlorophenyl)butyl]-1H-imidazole-5-carboxylic acid), C[O-].[K+] (potassium methoxide). Run in CO (methanol). Run at time 1 hour. Yields the product O.O.ClC1=C(C=CC=C1)C(CCC)N1C=NC=C1C(=O)[O-].[K+] (potassium 1-[1-(2-chlorophenyl)butyl]-1H-imidazole-5 -carboxylate dihydrate). Yield: 26.7%. As a reaction SMILES: [Cl:1][C:2]1[CH:7]=[CH:6][CH:5]=[CH:4][C:3]=1[CH:8]([N:12]1[C:16]([C:17]([OH:19])=[O:18])=[CH:15][N:14]=[CH:13]1)[CH2:9][CH2:10][CH3:11].C[O-:21].[K+:22]>CO>[OH2:18].[OH2:21].[Cl:1][C:2]1[CH:7]=[CH:6][CH:5]=[CH:4][C:3]=1[CH:8]([N:12]1[C:16]([C:17]([O-:19])=[O:18])=[CH:15][N:14]=[CH:13]1)[CH2:9][CH2:10][CH3:11].[K+:22] |f:1.2,4.5.6.7|. Reported procedure: A mixture of 1 part of 1-[1-(2-chlorophenyl)butyl]-1H-imidazole-5-carboxylic acid, 80 parts of methanol and 35.9 parts of a potassium methoxide solution 0.1N was stirred for 1 hour at reflux temperature. The reaction mixture was evaporated and the residue was dried in a dry pistol at 70° C., yielding 0.34 parts (26.7%) of potassium 1-[1-(2-chlorophenyl)butyl]-1H-imidazole-5 -carboxylate dihydrate; mp. 70.7° C. (compound 2.14). Reaction SMILES: [CH3:29][O:30][c:31]1[c:32]([C:33](=[O:34])[Cl:35])[cH:36][cH:37][cH:38][cH:39]1.[NH2:1][CH:2]([CH2:3][CH2:4][N:5]1[CH2:6][CH2:7][CH:8]([c:11]2[cH:12][c:13]([NH:17][C:18]([CH:19]([CH3:20])[CH3:21])=[O:22])[cH:14][cH:15][cH:16]2)[CH2:9][CH2:10]1)[c:23]1[cH:24][cH:25][cH:26][cH:27][cH:28]1>>[NH:1]([CH:2]([CH2:3][CH2:4][N:5]1[CH2:6][CH2:7][CH:8]([c:11]2[cH:12][c:13]([NH:17][C:18]([CH:19]([CH3:20])[CH3:21])=[O:22])[cH:14][cH:15][cH:16]2)[CH2:9][CH2:10]1)[c:23]1[cH:24][cH:25][cH:26][cH:27][cH:28]1)[C:33]([c:32]1[c:31]([O:30][CH3:29])[cH:39][cH:38][cH:37][cH:36]1)=[O:34]. The product is COc1ccccc1C(=O)NC(CCN1CCC(c2cccc(NC(=O)C(C)C)c2)CC1)c1ccccc1. Starting materials: COc1ccccc1C(=O)Cl, CC(C)C(=O)Nc1cccc(C2CCN(CCC(N)c3ccccc3)CC2)c1. Solvent: CC(=O)C (acetone). Reaction SMILES: [O:1]([CH2:8][C:9]([NH:11][CH:12]1[CH:15](SSC2SC3C=CC(OC)=CC=3N=2)[N:14]([CH:29]([C:40]([CH3:42])=[CH2:41])[C:30]([O:32][CH2:33][C:34]2[CH:39]=[CH:38][CH:37]=[CH:36][CH:35]=2)=[O:31])[C:13]1=[O:43])=[O:10])[C:2]1[CH:7]=[CH:6][CH:5]=[CH:4][CH:3]=1.[C:44]1([S:50](=[S:64])([O:52]C2SC3C=CC(OC)=CC=3N=2)=[O:51])[CH:49]=[CH:48][CH:47]=[CH:46][CH:45]=1.O.C1(S([O-])=O)C=CC=CC=1.[Na+]>CC(C)=O>[O:1]([CH2:8][C:9]([NH:11][CH:12]1[CH:15]([S:52][S:50]([C:44]2[CH:45]=[CH:46][CH:47]=[CH:48][CH:49]=2)(=[O:64])=[O:51])[N:14]([CH:29]([C:40]([CH3:42])=[CH2:41])[C:30]([O:32][CH2:33][C:34]2[CH:39]=[CH:38][CH:37]=[CH:36][CH:35]=2)=[O:31])[C:13]1=[O:43])=[O:10])[C:2]1[CH:3]=[CH:4][CH:5]=[CH:6][CH:7]=1 |f:3.4|. Yields the product O(C1=CC=CC=C1)CC(=O)NC1C(N(C1SS(=O)(=O)C1=CC=CC=C1)C(C(=O)OCC1=CC=CC=C1)C(=C)C)=O (benzyl 2-(3-phenoxyacetamido-4-benzenesulfonylthio-2-azetidinon-1-yl)-3-methyl-3-butenoate). The reactants are C1(=CC=CC=C1)S(=O)[O-].[Na+] (sodium benzenesulfinate), O(C1=CC=CC=C1)CC(=O)NC1C(N(C1SSC=1SC2=C(N1)C=C(C=C2)OC)C(C(=O)OCC2=CC=CC=C2)C(=C)C)=O (benzyl 2-[3-phenoxyacetamido-4-(5-methoxybenzothiazol-2-yldithio)-2-azetidinon-1-yl]-3-methyl-3-butenoate), C1(=CC=CC=C1)S(=O)(OC=1SC2=C(N1)C=C(C=C2)OC)=S (5-methoxybenzothiazol-2-yl benzenethiosulfonate), O (water). Isolated yield 96.0%. Procedure: A 263 mg quantity of benzyl 2-[3-phenoxyacetamido-4-(5-methoxybenzothiazol-2-yldithio)-2-azetidinon-1-yl]-3-methyl-3-butenoate and 147 mg of 5-methoxybenzothiazol-2-yl benzenethiosulfonate were dissolved in 2.5 ml of acetone. To the solution were added 0.5 ml of water and then 2 mg of sodium benzenesulfinate and the mixture was stirred at room temperature for 3 hour. The precipitated 5-methoxybenzothiazol-2-yl disulfide crystals were filtered and the filtrate was concentrated under reduced press... The reactants are FC(OC1=CC=C(C=C1)N1C(C2(CC1)CCNCC2)=O)(F)F (2-(4-trifluoromethoxy-phenyl)-2,8-diaza-spiro[4.5]decan-1-one), O=C(OC(Cl)(Cl)Cl)Cl (diphosgene), C(CC1=CC=CC=C1)N (phenethylamine). Yields the product C(CC1=CC=CC=C1)NC(=O)N1CCC2(CCN(C2=O)C2=CC=C(C=C2)OC(F)(F)F)CC1 (1-Oxo-2-(4-trifluoromethoxy-phenyl)-2,8-diaza-spiro[4.5]decane-8-carboxylic acid phenethyl-amide). RXN SMILES: [F:1][C:2]([F:22])([F:21])[O:3][C:4]1[CH:9]=[CH:8][C:7]([N:10]2[CH2:14][CH2:13][C:12]3([CH2:19][CH2:18][NH:17][CH2:16][CH2:15]3)[C:11]2=[O:20])=[CH:6][CH:5]=1.O=C(Cl)[O:25][C:26](Cl)(Cl)Cl.[CH2:31]([NH2:39])[CH2:32][C:33]1[CH:38]=[CH:37][CH:36]=[CH:35][CH:34]=1>>[CH2:31]([NH:39][C:26]([N:17]1[CH2:16][CH2:15][C:12]2([C:11](=[O:20])[N:10]([C:7]3[CH:8]=[CH:9][C:4]([O:3][C:2]([F:1])([F:21])[F:22])=[CH:5][CH:6]=3)[CH2:14][CH2:13]2)[CH2:19][CH2:18]1)=[O:25])[CH2:32][C:33]1[CH:38]=[CH:37][CH:36]=[CH:35][CH:34]=1. Reported procedure: This material was prepared in analogy to example 251 step B) from 2-(4-trifluoromethoxy-phenyl)-2,8-diaza-spiro[4.5]decan-1-one, diphosgene and phenethylamine. MS (ESI): 462.4 (MH+). The reactants are FC1(C(OC2=C(O1)C=CC(=C2)C#N)(F)F)F (2,2,3,3-tetrafluoro-2,3-dihydro-1,4-benzodioxine-6-carbonitrile), Cl (hydrochloric acid), C(C)(=O)O (acetic acid). Procedure details: To a solution of 2,2,3,3-tetrafluoro-2,3-dihydro-1,4-benzodioxine-6-carbonitrile (5.0 g, 21.44 mmol) in acetic acid (20 ml) was added conc. hydrochloric acid (20 ml), and the mixture was heated under reflux overnight. The reaction solution was concentrated, and the precipitated crystals were filtered and washed with water to give the objective substance (4.76 g, 88%). RXN SMILES: [F:1][C:2]1([F:16])[O:7][C:6]2[CH:8]=C[C:10](C#N)=[CH:11][C:5]=2[O:4][C:3]1([F:15])[F:14].Cl.[C:18]([OH:21])(=[O:20])[CH3:19]>>[F:15][C:3]1([F:14])[O:4][C:5]2[CH:11]=[CH:10][C:19]([C:18]([OH:21])=[O:20])=[CH:8][C:6]=2[O:7][C:2]1([F:1])[F:16]. Yields the product FC1(C(OC2=C(O1)C=CC(=C2)C(=O)O)(F)F)F (2,2,3,3-tetrafluoro-2,3-dihydro-1,4-benzodioxine-6-carboxylic acid). Starting materials: BrCC1=CC2=CC=CC=C2C=C1 (2-(Bromomethyl)naphthalene), ClC=1N=CNC1Cl (4,5-Dichloroimidazole), [OH-].[K+] (potassium hydroxide), BrCC1=CC2=CC=C3C=CC=C4C=CC(=C1)C2=C43 (2-(Bromomethyl)pyrene). Solvent: C(C)#N (acetonitrile). Product: [Br-].C1=C(C=CC2=CC=CC=C12)C[N+]1=CN(C(=C1Cl)Cl)CC1=CC2=CC=C3C=CC=C4C=CC(=C1)C2=C43 (1-(napthalen-2-ylmethyl)-3-(pyren-2-ylmethyl)-4,5-dichloroimidazolium bromide). As a reaction SMILES: [Cl:1][C:2]1[N:3]=[CH:4][NH:5][C:6]=1[Cl:7].[OH-].[K+].[Br:10][CH2:11][C:12]1[CH:25]=[C:24]2[C:26]3=[C:27]4[C:17]([CH:18]=[CH:19][CH:20]=[C:21]4[CH:22]=[CH:23]2)=[CH:16][CH:15]=[C:14]3[CH:13]=1.Br[CH2:29][C:30]1[CH:39]=[CH:38][C:37]2[C:32](=[CH:33][CH:34]=[CH:35][CH:36]=2)[CH:31]=1>C(#N)C>[Br-:10].[CH:31]1[C:32]2[C:37](=[CH:36][CH:35]=[CH:34][CH:33]=2)[CH:38]=[CH:39][C:30]=1[CH2:29][N+:3]1[C:2]([Cl:1])=[C:6]([Cl:7])[N:5]([CH2:11][C:12]2[CH:25]=[C:24]3[C:26]4=[C:27]5[C:17]([CH:18]=[CH:19][CH:20]=[C:21]5[CH:22]=[CH:23]3)=[CH:16][CH:15]=[C:14]4[CH:13]=2)[CH:4]=1 |f:1.2,6.7|. Reported procedure: 4,5-Dichloroimidazole (0.18 g, 1.33 mmol) and potassium hydroxide (0.08 g, 1.46 mmol) will be dissolved in a minimum volume of acetonitrile and stirred at reflux for 30 min. 2-(Bromomethyl)pyrene (2.95 g, 10.0 mmol) will be added and the mixture will be returned to reflux for 3 h. The mixture will be filtered hot to remove the KBr generated. 2-(Bromomethyl)naphthalene (2.21 g, 10.0 mmol) will be added to the filtrate and the mixture will be returned to reflux for 6 h. The volatile components wil...